This data is from the Open Reaction Database (ORD), a public repository of structured organic reaction records. The task is: describe an organic reaction: reactants, conditions, products, and yield Reactants: CC=1NC2=CC=C(C=C2C1)NS(=O)(=O)C (2-methyl-5-methanesulfonylamino-1H-indole), CN1CCC(CC1)=O (1-methyl-4-piperidone). The product is CC=1NC2=CC=C(C=C2C1C=1CCN(CC1)C)NS(=O)(=O)C (2-methyl-5-methanesulfonylamino-3-(1-methyl-1,2,3,6-tetrahydropyridin-4-yl)-1H-indole). Yield: 33.4%. RXN SMILES: [CH3:1][C:2]1[NH:3][C:4]2[C:9]([CH:10]=1)=[CH:8][C:7]([NH:11][S:12]([CH3:15])(=[O:14])=[O:13])=[CH:6][CH:5]=2.[CH3:16][N:17]1[CH2:22][CH2:21][C:20](=O)[CH2:19][CH2:18]1>>[CH3:1][C:2]1[NH:3][C:4]2[C:9]([C:10]=1[C:20]1[CH2:21][CH2:22][N:17]([CH3:16])[CH2:18][CH:19]=1)=[CH:8][C:7]([NH:11][S:12]([CH3:15])(=[O:14])=[O:13])=[CH:6][CH:5]=2. Reported procedure: Beginning with 1.37 gm (6.1 mMol) 2-methyl-5-methanesulfonylamino-1H-indole and 0.98 mL (7.9 mMol) 1-methyl-4-piperidone, 0.65 gm (33.3%) of the title compound were recovered as a yellow solid. Starting materials: CC(C)O, CC(=O)c1ccc(Cl)cc1. Product: CC(O)c1ccc(Cl)cc1. RXN SMILES: [CH:11]([OH:12])([CH3:13])[CH3:14].[Cl:1][c:2]1[cH:3][cH:4][c:5]([C:8]([CH3:9])=[O:10])[cH:6][cH:7]1>>[Cl:1][c:2]1[cH:3][cH:4][c:5]([CH:8]([CH3:9])[OH:10])[cH:6][cH:7]1. Starting materials: Cl.C(C)(=N)N (acetamidine hydrochloride), [Na] (sodium), [N+](=O)([O-])C1=CC=C(CC(C(=O)OCC)C(CCC)=O)C=C1 (ethyl 2-(4-nitrobenzyl)-3-oxohexanoate). The solvent is C(C)O (ethanol). Run at time 5 minute. The product is C(CC)C1=C(C(=NC(=N1)C)O)CC1=CC=C(C=C1)[N+](=O)[O-] (6-n-propyl-2-methyl-4-hydroxy-5-(4-nitrobenzyl)pyrimidine). Isolated yield 55.6%. Reaction SMILES: [Na].Cl.[C:3]([NH2:6])(=[NH:5])[CH3:4].[N+:7]([C:10]1[CH:27]=[CH:26][C:13]([CH2:14][CH:15]([C:21](=O)[CH2:22][CH2:23][CH3:24])[C:16](OCC)=[O:17])=[CH:12][CH:11]=1)([O-:9])=[O:8]>C(O)C>[CH2:22]([C:21]1[N:6]=[C:3]([CH3:4])[N:5]=[C:16]([OH:17])[C:15]=1[CH2:14][C:13]1[CH:12]=[CH:11][C:10]([N+:7]([O-:9])=[O:8])=[CH:27][CH:26]=1)[CH2:23][CH3:24] |f:1.2,^1:0|. Procedure details: 3.5 g of sodium are dissolved in 175 ml of ethanol. 9.5 g of acetamidine hydrochloride are added to this solution and the mixture is stirred for 5 minutes at room temperature. 20 g of ethyl 2-(4-nitrobenzyl)-3-oxohexanoate, prepared in Example 3, are then added and the mixture is stirred for 4 days at room temperature. The solvents are then evaporated off under vacuum and the residue is taken up with hydrochloric acid solution and extracted with ethyl acetate. The organic phase is dried over mag... The product is COC(=O)C=C(C)Nc1c(F)cccc1F. RXN SMILES: [C:1]([CH2:2][C:3](=[O:4])[CH3:5])(=[O:6])[O:7][CH3:8].[F:9][c:10]1[c:11]([NH2:12])[c:13]([F:17])[cH:14][cH:15][cH:16]1>>[C:1]([CH:2]=[C:3]([CH3:5])[NH:12][c:11]1[c:10]([F:9])[cH:16][cH:15][cH:14][c:13]1[F:17])(=[O:6])[O:7][CH3:8]. Starting materials: COC(=O)CC(C)=O, Nc1c(F)cccc1F. Reactants: C, CCO, [H][H], [Pd], Cc1cc(C)c(-c2ncccc2[N+](=O)[O-])c(C)c1. Reaction SMILES: [C:24].[CH3:19][CH2:20][OH:21].[H:22][H:23].[Pd:25].[c:1]1([CH3:18])[c:2](-[c:9]2[n:10][cH:11][cH:12][cH:13][c:14]2[N+:15]([O-:16])=[O:17])[c:3]([CH3:8])[cH:4][c:5]([CH3:7])[cH:6]1>>[c:1]1([CH3:18])[c:2](-[c:9]2[n:10][cH:11][cH:12][cH:13][c:14]2[NH2:15])[c:3]([CH3:8])[cH:4][c:5]([CH3:7])[cH:6]1. The product is Cc1cc(C)c(-c2ncccc2N)c(C)c1. Starting materials: BrC=1C=C(C=C(C1OC)C=O)S(=O)(=O)N (3-bromo-5-formyl-4-methoxy-benzenesulfonamide), COC1=C(C=CC=C1)B(O)O (2-methoxybenzene boronic acid). The product is C(=O)C=1C=C(C=C(C1OC)C1=C(C=CC=C1)OC)S(=O)(=O)N (5-formyl-6,2′-dimethoxy-biphenyl-3-sulfonamide). Yield: 75.3%. Reaction SMILES: Br[C:2]1[CH:3]=[C:4]([S:12]([NH2:15])(=[O:14])=[O:13])[CH:5]=[C:6]([CH:10]=[O:11])[C:7]=1[O:8][CH3:9].[CH3:16][O:17][C:18]1[CH:23]=[CH:22][CH:21]=[CH:20][C:19]=1B(O)O>>[CH:10]([C:6]1[CH:5]=[C:4]([S:12]([NH2:15])(=[O:14])=[O:13])[CH:3]=[C:2]([C:19]2[CH:20]=[CH:21][CH:22]=[CH:23][C:18]=2[O:17][CH3:16])[C:7]=1[O:8][CH3:9])=[O:11]. Procedure details: Proceeding as in Reference 19, but substituting 3-bromo-5-formyl-4-methoxy-benzenesulfonamide (0.9 g, 3.1 mmol) and 2-methoxybenzene boronic acid (0.51 g, 3.37 mmol), gave 5-formyl-6,2′-dimethoxy-biphenyl-3-sulfonamide (0.75 g). Reactants: [BH4-].[Li+] (lithium borohydride), C(CC(O)(C(=O)O)CC(=O)O)(=O)O (citric acid), COC(C[C@@H](CC1=CC=CC=C1)NC(=O)OC(C)(C)C)=O ((R)-β-[[(1,1-Dimethylethoxy)carbonyl]amino]-benzenebutanoic acid methyl ester), [BH4-].[Li+] (lithium borohydride), C(C)O (ethanol). Solvent: C1CCOC1 (THF). Reaction conditions: time 18 hour. Product: CC(C)(C)OC(N[C@@H](CCO)CC1=CC=CC=C1)=O ((R)-[3-Hydroxy-1-(phenylmethyl)propyl]carbamic acid 1,1-dimethylethyl ester). Isolated yield 88.7%. Reaction SMILES: C[O:2][C:3](=O)[CH2:4][C@H:5]([NH:13][C:14]([O:16][C:17]([CH3:20])([CH3:19])[CH3:18])=[O:15])[CH2:6][C:7]1[CH:12]=[CH:11][CH:10]=[CH:9][CH:8]=1.[BH4-].[Li+].C(O)C.C(O)(=O)CC(CC(O)=O)(C(O)=O)O>C1COCC1>[CH3:20][C:17]([O:16][C:14](=[O:15])[NH:13][C@H:5]([CH2:6][C:7]1[CH:8]=[CH:9][CH:10]=[CH:11][CH:12]=1)[CH2:4][CH2:3][OH:2])([CH3:18])[CH3:19] |f:1.2|. Procedure: To a solution (R)-β-[[(1,1-Dimethylethoxy)carbonyl]amino]-benzenebutanoic acid methyl ester (1.5 g, 5.1 mmol, J. Med. Chem. 1985, 28, 434) in THF (10 mL), was added lithium borohydride (218 mg, 10 mmol), followed by ethanol (10 mL), dropwise. After stirring at rt for 18 hours, an additional lithium borohydride (218 mg 10 mmol) was added and stirring continued for 6 hours. The reaction mixture was ice cooled and adjusted to pH 4 by the addition of a 10% citric acid solution. Organic solvents were... Reactants: O=C([O-])O, Cc1c(-c2ccc(CC(NC(=O)c3c(Cl)cccc3Cl)C(=O)O)cc2)c(=O)n(C)c(=O)n1C, CCI, [Na+], CN(C)C=O, O. Yields the product CCOC(=O)C(Cc1ccc(-c2c(C)n(C)c(=O)n(C)c2=O)cc1)NC(=O)c1c(Cl)cccc1Cl. RXN SMILES: [C:34](=[O:35])([OH:36])[O-:37].[Cl:1][c:2]1[c:3]([C:9](=[O:10])[NH:11][CH:12]([CH2:13][c:14]2[cH:15][cH:16][c:17](-[c:20]3[c:21](=[O:30])[n:22]([CH3:29])[c:23](=[O:28])[n:24]([CH3:27])[c:25]3[CH3:26])[cH:18][cH:19]2)[C:31](=[O:32])[OH:33])[c:4]([Cl:8])[cH:5][cH:6][cH:7]1.[I:39][CH2:40][CH3:41].[Na+:38].[O:43]=[CH:44][N:45]([CH3:46])[CH3:47].[OH2:42]>>[Cl:1][c:2]1[c:3]([C:9](=[O:10])[NH:11][CH:12]([CH2:13][c:14]2[cH:15][cH:16][c:17](-[c:20]3[c:21](=[O:30])[n:22]([CH3:29])[c:23](=[O:28])[n:24]([CH3:27])[c:25]3[CH3:26])[cH:18][cH:19]2)[C:31]([O:32][CH2:40][CH3:41])=[O:33])[c:4]([Cl:8])[cH:5][cH:6][cH:7]1. Starting materials: C1(=CC=CC=C1)C=1C=C2C(=NC1)NC(=N2)CCC2CCCCC(N2)=O (7-[2-(6-phenyl-3H-imidazo[4,5-b]pyridin-2-yl)-ethyl]-azepan-2-one), C1(=CC=CC=C1)C=1C=C2C(=NC1)NC(=N2)CCC2CCCCC(N2)=O (7-[2-(6-phenyl-3H-imidazo[4,5-b]pyridin-2-yl)-ethyl]-azepan-2-one), COC=1C=CC(=CC1)P2(=S)SP(=S)(S2)C=3C=CC(=CC3)OC (Lawesson's reagent). The solvent is C1(=CC=CC=C1)C (toluene). Conditions: temperature 100 celsius. Yields the product C1(=CC=CC=C1)C=1C=C2C(=NC1)NC(=N2)CCC2CCCCC(N2)=S (7-[2-(6-Phenyl-3H-imidazo[4,5-b]pyridin-2-yl)-ethyl]-azepan-2-thione). Yield: 75.3%. As a reaction SMILES: [C:1]1([C:7]2[CH:8]=[C:9]3[N:15]=[C:14]([CH2:16][CH2:17][CH:18]4[NH:24][C:23](=O)[CH2:22][CH2:21][CH2:20][CH2:19]4)[NH:13][C:10]3=[N:11][CH:12]=2)[CH:6]=[CH:5][CH:4]=[CH:3][CH:2]=1.COC1C=CC(P2(SP(C3C=CC(OC)=CC=3)(=S)S2)=[S:35])=CC=1>C1(C)C=CC=CC=1>[C:1]1([C:7]2[CH:8]=[C:9]3[N:15]=[C:14]([CH2:16][CH2:17][CH:18]4[NH:24][C:23](=[S:35])[CH2:22][CH2:21][CH2:20][CH2:19]4)[NH:13][C:10]3=[N:11][CH:12]=2)[CH:6]=[CH:5][CH:4]=[CH:3][CH:2]=1. Reported procedure: 90 mg of 7-[2-(6-phenyl-3H-imidazo[4,5-b]pyridin-2-yl)-ethyl]-azepan-2-one (compound B1) are dissolved in 10 ml of toluene under an atmosphere of dry nitrogen. Subsequently, 144 mg of Lawesson's reagent are added and the solution is heated at 100° C. for 17 hours. Thereafter, the reaction mixture is evaporated to dryness to yield approximately 200 mg of crude material, which is purified by chromatography on basic aluminum oxide (eluent: dichloromethane) to afford 71 mg of the title compound as a...